Dataset: the Open Reaction Database (ORD), a public repository of structured organic reaction records. Task: describe an organic reaction: reactants, conditions, products, and yield Starting materials: C1OC=2C=C(C=CC2OC1)NC1=NC(=NC=C1F)NC1=CC(=CC=C1)O (N4-(3,4-ethylenedioxyphenyl)-5-fluoro-N2-(3-hydroxyphenyl)-2,4-pyrimidinediamine), BrC=1C(=NC(=NC1)Cl)NC1=CC(=CC=C1)O (5-bromo-2-chloro-N4-(3-hydroxyphenyl)-4-pyrimidineamine), C1OC=2C=C(N)C=CC2OC1 (3,4-ethylenedioxyaniline). Yields the product BrC=1C(=NC(=NC1)NC1=CC2=C(C=C1)OCCO2)NC2=CC(=CC=C2)O (5-bromo-N2-(3,4-ethylenedioxyphenyl)-N4-(3-hydroxyphenyl)-2,4-pyrimidinediamine). Reaction SMILES: [CH2:1]1[CH2:10][O:9][C:8]2[CH:7]=[CH:6][C:5]([NH:11]C3C(F)=CN=C(NC4C=CC=C(O)C=4)N=3)=[CH:4][C:3]=2[O:2]1.[Br:27][C:28]1[C:29]([NH:35][C:36]2[CH:41]=[CH:40][CH:39]=[C:38]([OH:42])[CH:37]=2)=[N:30][C:31](Cl)=[N:32][CH:33]=1.C1COC2C=CC(N)=CC=2O1>>[Br:27][C:28]1[C:29]([NH:35][C:36]2[CH:41]=[CH:40][CH:39]=[C:38]([OH:42])[CH:37]=2)=[N:30][C:31]([NH:11][C:5]2[CH:6]=[CH:7][C:8]3[O:9][CH2:10][CH2:1][O:2][C:3]=3[CH:4]=2)=[N:32][CH:33]=1. Procedure: In a manner similar to the preparation of N4-(3,4-ethylenedioxyphenyl)-5-fluoro-N2-(3-hydroxyphenyl)-2,4-pyrimidinediamine, 5-bromo-2-chloro-N4-(3-hydroxyphenyl)-4-pyrimidineamine and 3,4-ethylenedioxyaniline were reacted to yield 5-bromo-N2-(3,4-ethylenedioxyphenyl)-N4-(3-hydroxyphenyl)-2,4-pyrimidinediamine. 1H NMR (CDCl3): δ 9.33 (s, 1H), 9.06 (s, 1H), 8.34 (s, 1H), 8.14 (s, 1H), 7.13–7.06 (m, 4H), 6.94 (bs, 1H), 6.61 (d, 1H, J=8.7 Hz), 6.54–6.50 (m, 1H), 4.17–4.13 (m, 4H); LCMS: ret. time: 2... The reactants are OC1=C(C=CC(=C1)OCCOCCOC)C=1NCC(N1)(C(=O)OC)C (methyl 2-(2-hydroxy-4-(2-(2-methoxyethoxy)ethoxy)phenyl)-4-methyl-4,5-dihydro-1H-imidazole-4-carboxylate), [OH-].[Na+] (NaOH). Reagents/catalysts: O (water). The solvent is CO (MeOH). Run at time 2 hour. Yields the product OC1=C(C=CC(=C1)OCCOCCOC)C=1NCC(N1)(C(=O)O)C (2-(2-hydroxy-4-(2-(2-methoxyethoxy)ethoxy)phenyl)-4-methyl-4,5-dihydro-1H-imidazole-4-carboxylic acid). Isolated yield 59.1%. As a reaction SMILES: [OH:1][C:2]1[CH:7]=[C:6]([O:8][CH2:9][CH2:10][O:11][CH2:12][CH2:13][O:14][CH3:15])[CH:5]=[CH:4][C:3]=1[C:16]1[NH:17][CH2:18][C:19]([CH3:25])([C:21]([O:23]C)=[O:22])[N:20]=1.[OH-].[Na+]>CO.O>[OH:1][C:2]1[CH:7]=[C:6]([O:8][CH2:9][CH2:10][O:11][CH2:12][CH2:13][O:14][CH3:15])[CH:5]=[CH:4][C:3]=1[C:16]1[NH:17][CH2:18][C:19]([CH3:25])([C:21]([OH:23])=[O:22])[N:20]=1 |f:1.2|. Reported procedure: To a solution of methyl 2-(2-hydroxy-4-(2-(2-methoxyethoxy)ethoxy)phenyl)-4-methyl-4,5-dihydro-1H-imidazole-4-carboxylate (0.17 g, 0.5 mmol) in MeOH (5 mL) was added NaOH (40 mg, 1.0 mmol) and water (one drop). The resulting solution was stirred for 2 h at room temperature. The solvent was evaporated under vacuum and the residue was purified by Combi Flash to obtain the title compound as colorless oil (100 mg, 60%). 1H NMR (300 MHz, CD3OD, n=2): δ 7.65-7.85 (m, 1H), 6.55-6.75 (m, 2H), 4.30-4.40 ... The reactants are O (Water), FC1=CC=C(C(=O)NCC2(OC(NC3=C2C=C(C=C3)C(=O)NC)=O)C(F)(F)F)C=C1 (4-{[(4-fluorobenzoyl)amino]methyl}-N-methyl-2-oxo-4-(trifluoromethyl)-1,4-dihydro-2H-3,1-benzoxazine-6-carboxamide), [N-]=[N+]=[N-].[Na+] (sodium azide), [Cl-].[NH4+] (ammonium chloride). Run in CN(C)C=O (DMF). Run at temperature 110 celsius, time 12 hour. Product: FC1=CC=C(C(=O)NCC2(OC(NC3=C2C=C(C=C3)C3=NN=NN3)=O)C(F)(F)F)C=C1 (4-fluoro-N-{[2-oxo-6-(1H-tetrazol-5-yl)-4-(trifluoromethyl)-1,4-dihydro-2H-3,1-benzoxazin-4-yl]methyl}benzamide). As a reaction SMILES: [F:1][C:2]1[CH:30]=[CH:29][C:5]([C:6]([NH:8][CH2:9][C:10]2([C:25]([F:28])([F:27])[F:26])[C:15]3[CH:16]=[C:17]([C:20]([NH:22]C)=O)[CH:18]=[CH:19][C:14]=3[NH:13][C:12](=[O:24])[O:11]2)=[O:7])=[CH:4][CH:3]=1.[N-:31]=[N+:32]=[N-:33].[Na+].[Cl-].[NH4+].O>CN(C=O)C>[F:1][C:2]1[CH:3]=[CH:4][C:5]([C:6]([NH:8][CH2:9][C:10]2([C:25]([F:26])([F:27])[F:28])[C:15]3[CH:16]=[C:17]([C:20]4[NH:33][N:32]=[N:31][N:22]=4)[CH:18]=[CH:19][C:14]=3[NH:13][C:12](=[O:24])[O:11]2)=[O:7])=[CH:29][CH:30]=1 |f:1.2,3.4|. Procedure: N-{[6-cyano-2-oxo-4-(trifluoromethyl)-1,4-dihydro-2H-3,1-benzoxazin-4-yl]methyl}-4-fluorobenzamide (30 mg, 0.076 mmol) synthesized in Example 159, sodium azide (24.8 mg, 0.38 mmol) and ammonium chloride (20.4 mg, 0.38 mmol) were dissolved in DMF (0.5 mL), and the solution was stirred for 12 hours under heating at 110° C. Water was added to the solution and the solution was extracted twice with ethyl acetate-ethanol, and the resulting organic layer was dried over magnesium sulfate. After the dryi... Reactants: O1CCCC=C1 (dihydropyran), Cl.NCCCCCC(=O)OC (methyl 6-aminohexanate hydrochloride), ClC1=CC=C(C=C1)S(=O)(=O)NC(C(=O)O)CO ((RS)-2-(4-chlorobenzenesulfonylamino)-3-hydroxypropanoic acid). Yields the product ClC1=CC=C(C=C1)S(=O)(=O)NC(C(=O)NCCCCCC(=O)OC)COC1OCCCC1 ((RS)-2-(4-chlorobenzenesulfonylamino)-N-(5-methoxycarbonylpentyl)-3-(tetrahydropyran-2-yloxy)propanamide). As a reaction SMILES: [O:1]1[CH:6]=[CH:5][CH2:4][CH2:3][CH2:2]1.Cl.[NH2:8][CH2:9][CH2:10][CH2:11][CH2:12][CH2:13][C:14]([O:16][CH3:17])=[O:15].[Cl:18][C:19]1[CH:24]=[CH:23][C:22]([S:25]([NH:28][CH:29]([CH2:33][OH:34])[C:30](O)=[O:31])(=[O:27])=[O:26])=[CH:21][CH:20]=1>>[Cl:18][C:19]1[CH:20]=[CH:21][C:22]([S:25]([NH:28][CH:29]([CH2:33][O:34][CH:6]2[CH2:5][CH2:4][CH2:3][CH2:2][O:1]2)[C:30]([NH:8][CH2:9][CH2:10][CH2:11][CH2:12][CH2:13][C:14]([O:16][CH3:17])=[O:15])=[O:31])(=[O:26])=[O:27])=[CH:23][CH:24]=1 |f:1.2|. Procedure details: The procedure described in Example 1 was repeated, except that dihydropyran (2.56 ml) and methyl 6-aminohexanate hydrochloride (3.41 g) were successively reacted with (RS)-2-(4-chlorobenzenesulfonylamino)-3-hydroxypropanoic acid (4.94 g) to obtain (RS)-2-(4-chlorobenzenesulfonylamino)-N-(5-methoxycarbonylpentyl)-3-(tetrahydropyran-2-yloxy)propanamide (0.87 g).